From a dataset of the Open Reaction Database (ORD), a public repository of structured organic reaction records. describe an organic reaction: reactants, conditions, products, and yield Reactants: C(C)C1=CC=NC=C1 (4-ethylpyridine), ClC1=C(CCBr)C(=CC=C1)Cl (2,6-dichlorophenethyl bromide). The product is ClC1=C(C(=CC=C1)Cl)CCC(C)C1=CC=NC=C1 (1-(2,6-dichlorophenyl)-3-(4-pyridyl)butane). The yield is 55.3%. As a reaction SMILES: [CH2:1]([C:3]1[CH:8]=[CH:7][N:6]=[CH:5][CH:4]=1)[CH3:2].[Cl:9][C:10]1[CH:18]=[CH:17][CH:16]=[C:15]([Cl:19])[C:11]=1[CH2:12][CH2:13]Br>>[Cl:9][C:10]1[CH:18]=[CH:17][CH:16]=[C:15]([Cl:19])[C:11]=1[CH2:12][CH2:13][CH:1]([C:3]1[CH:8]=[CH:7][N:6]=[CH:5][CH:4]=1)[CH3:2]. Procedure details: 1.0 g (9.35 mmol) of 4-ethylpyridine and 2.37 g (9.35 mmol) of 2,6-dichlorophenethyl bromide were reacted in the same manner as in Example 1. The reaction product was purified to obtain 1.45 g of the desired compound (yield: 55.3%). The resulting compound was identified as 1-(2,6-dichlorophenyl)-3-(4-pyridyl)-butane (hereinafter referred to as compound 11) by the following analytical results. Starting materials: CC(C)c1nn(Cc2ccccc2Br)c(=O)c(C(=O)NCC(=O)O)c1O, O=C([O-])[O-], C1COCCO1, Cl, OB(O)c1ccc(F)cc1, [K+], [K+], O, c1ccc(P(c2ccccc2)(c2ccccc2)[Pd](P(c2ccccc2)(c2ccccc2)c2ccccc2)(P(c2ccccc2)(c2ccccc2)c2ccccc2)P(c2ccccc2)(c2ccccc2)c2ccccc2)cc1. Yields the product CC(C)c1nn(Cc2ccccc2-c2ccc(F)cc2)c(=O)c(C(=O)NCC(=O)O)c1O. As a reaction SMILES: [Br:1][c:2]1[c:3]([CH2:8][n:9]2[n:10][c:11]([CH:24]([CH3:25])[CH3:26])[c:12]([OH:23])[c:13]([C:16](=[O:17])[NH:18][CH2:19][C:20](=[O:21])[OH:22])[c:14]2=[O:15])[cH:4][cH:5][cH:6][cH:7]1.[C:37](=[O:38])([O-:39])[O-:40].[CH2:44]1[O:45][CH2:46][CH2:47][O:48][CH2:49]1.[ClH:43].[F:27][c:28]1[cH:29][cH:30][c:31]([B:34]([OH:35])[OH:36])[cH:32][cH:33]1.[K+:41].[K+:42].[OH2:50].[cH:51]1[cH:52][cH:53][c:54]([P:55]([Pd:56]([P:57]([c:58]2[cH:59][cH:60][cH:61][cH:62][cH:63]2)([c:64]2[cH:65][cH:66][cH:67][cH:68][cH:69]2)[c:70]2[cH:71][cH:72][cH:73][cH:74][cH:75]2)([P:76]([c:77]2[cH:78][cH:79][cH:80][cH:81][cH:82]2)([c:83]2[cH:84][cH:85][cH:86][cH:87][cH:88]2)[c:89]2[cH:90][cH:91][cH:92][cH:93][cH:94]2)[P:95]([c:96]2[cH:97][cH:98][cH:99][cH:100][cH:101]2)([c:102]2[cH:103][cH:104][cH:105][cH:106][cH:107]2)[c:108]2[cH:109][cH:110][cH:111][cH:112][cH:113]2)([c:114]2[cH:115][cH:116][cH:117][cH:118][cH:119]2)[c:120]2[cH:121][cH:122][cH:123][cH:124][cH:125]2)[cH:126][cH:127]1>>[c:2]1(-[c:31]2[cH:30][cH:29][c:28]([F:27])[cH:33][cH:32]2)[c:3]([CH2:8][n:9]2[n:10][c:11]([CH:24]([CH3:25])[CH3:26])[c:12]([OH:23])[c:13]([C:16](=[O:17])[NH:18][CH2:19][C:20](=[O:21])[OH:22])[c:14]2=[O:15])[cH:4][cH:5][cH:6][cH:7]1. Starting materials: CCN(CC)c1ccccc1, CCOC(C)=O, COc1ccc(COC(=O)C2=C(CCl)CSC3C(N)C(=O)N23)cc1, C1CCC(NC2CCCCC2)CC1, ClCCl, CC(=O)Oc1ccc(C(ON=C(C(=O)O)c2csc(N)n2)C(=O)OC(c2ccccc2)c2ccccc2)cc1OC(C)=O, O=P(Cl)(Cl)Cl, Cc1ccc(S(=O)(=O)O)cc1. The product is COc1ccc(COC(=O)C2=C(CCl)CSC3C(NC(=O)C(=NOC(C(=O)OC(c4ccccc4)c4ccccc4)c4ccc(OC(C)=O)c(OC(C)=O)c4)c4csc(N)n4)C(=O)N23)cc1. RXN SMILES: [CH2:92]([N:93]([CH2:94][CH3:95])[c:96]1[cH:97][cH:98][cH:99][cH:100][cH:101]1)[CH3:102].[CH3:111][CH2:112][O:113][C:114](=[O:115])[CH3:116].[CH3:55][O:56][c:57]1[cH:58][cH:59][c:60]([CH2:61][O:62][C:63](=[O:64])[C:65]2=[C:72]([CH2:73][Cl:74])[CH2:71][S:70][CH:69]3[N:66]2[C:67](=[O:76])[CH:68]3[NH2:75])[cH:77][cH:78]1.[CH:79]1([NH:80][CH:81]2[CH2:82][CH2:83][CH2:84][CH2:85][CH2:86]2)[CH2:87][CH2:88][CH2:89][CH2:90][CH2:91]1.[Cl:108][CH2:109][Cl:110].[NH2:1][c:2]1[s:3][cH:4][c:5]([C:7]([C:8](=[O:9])[OH:10])=[N:11][O:12][CH:13]([c:14]2[cH:15][c:16]([O:24][C:25]([CH3:26])=[O:27])[c:17]([O:20][C:21]([CH3:22])=[O:23])[cH:18][cH:19]2)[C:28](=[O:29])[O:30][CH:31]([c:32]2[cH:33][cH:34][cH:35][cH:36][cH:37]2)[c:38]2[cH:39][cH:40][cH:41][cH:42][cH:43]2)[n:6]1.[P:103]([Cl:104])([Cl:105])([Cl:106])=[O:107].[c:44]1([CH3:45])[cH:46][cH:47][c:48]([S:49]([OH:50])(=[O:51])=[O:52])[cH:53][cH:54]1>>[NH2:1][c:2]1[s:3][cH:4][c:5]([C:7]([C:8](=[O:9])[NH:75][CH:68]2[C:67](=[O:76])[N:66]3[C:65]([C:63]([O:62][CH2:61][c:60]4[cH:59][cH:58][c:57]([O:56][CH3:55])[cH:78][cH:77]4)=[O:64])=[C:72]([CH2:73][Cl:74])[CH2:71][S:70][CH:69]32)=[N:11][O:12][CH:13]([c:14]2[cH:15][c:16]([O:24][C:25]([CH3:26])=[O:27])[c:17]([O:20][C:21]([CH3:22])=[O:23])[cH:18][cH:19]2)[C:28](=[O:29])[O:30][CH:31]([c:32]2[cH:33][cH:34][cH:35][cH:36][cH:37]2)[c:38]2[cH:39][cH:40][cH:41][cH:42][cH:43]2)[n:6]1. Reactants: C(C#CCCCCCC)O (2-nonyn-1-ol). Solvent: NCCCN (1,3-diaminopropane), NCCCN (1,3-diaminopropane). Run at temperature 0 celsius, time 45 minute. Yields the product C(CCCCCCC#C)O (8-nonyn-1-ol). Isolated yield 67.0%. As a reaction SMILES: [CH2:1]([OH:10])[C:2]#[C:3][CH2:4][CH2:5][CH2:6][CH2:7][CH2:8][CH3:9]>NCCCN>[CH2:1]([OH:10])[CH2:2][CH2:3][CH2:4][CH2:5][CH2:6][CH2:7][C:8]#[CH:9]. Reported procedure: In a round-bottom flask equipped with a stir bar and under an atmosphere of argon was added KH (4.46 g, 111 mmol). The flask was cooled to 0° C. and 1,3-diaminopropane (50 mL) was added slowly via syringe. The solution was stirred for 45 min. Then 2-nonyn-1-ol, dissolved in of 1,3-diaminopropane (30 mL), was added dropwise via syringe to the stirring solution. The reaction was stirred for an additional 30 min at 0° C. before warming to room temperature overnight. The reaction was again cooled to... Starting materials: C(C)(C)(C)C=1N=C(C=2C(N1)=NN(N2)CC)N2CC(CC2)(F)F (5-tert-Butyl-7-(3,3-difluoro-pyrrolidin-1-yl)-2-ethyl-2H-[1,2,3]triazolo[4,5-d]pyrimidine), C(C)(C)(C)C=1N=C(C2=C(N1)NN=N2)N2C[C@H](CC2)OC(C(F)(F)F)=O (Trifluoro-acetic acid (S)-1-(5-tert-butyl-3H-[1,2,3]triazolo[4,5-d]pyrimidin-7-yl)-pyrrolidin-3-yl-ester), BrCC1=NON=C1C (3-(bromomethyl)-4-methyl-1,2,5-oxadiazole). Solvent: CO (methanol). Conditions: time 1 hour. Yields the product C(C)(C)(C)C=1N=C(C=2C(N1)=NN(N2)CC2=NON=C2C)N2C[C@H](CC2)O ((S)-1-[5-tert-Butyl-2-(4-methyl-furazan-3-ylmethyl)-2H-[1,2,3]triazolo[4,5-d]pyrimidin-7-yl]-pyrrolidin-3-ol). Reaction SMILES: C(C1N=C(N2CCC(F)(F)C2)C2C(=NN(CC)N=2)N=1)(C)(C)C.[C:23]([C:27]1[N:28]=[C:29]([N:36]2[CH2:40][CH2:39][C@H:38]([O:41]C(=O)C(F)(F)F)[CH2:37]2)[C:30]2[N:35]=[N:34][NH:33][C:31]=2[N:32]=1)([CH3:26])([CH3:25])[CH3:24].Br[CH2:49][C:50]1[C:54]([CH3:55])=[N:53][O:52][N:51]=1>CO>[C:23]([C:27]1[N:28]=[C:29]([N:36]2[CH2:40][CH2:39][C@H:38]([OH:41])[CH2:37]2)[C:30]2[C:31](=[N:33][N:34]([CH2:49][C:50]3[C:54]([CH3:55])=[N:53][O:52][N:51]=3)[N:35]=2)[N:32]=1)([CH3:26])([CH3:24])[CH3:25]. Procedure details: In analogy to the procedure described for the synthesis of 5-tert-butyl-7-(3,3-difluoro-pyrrolidin-1-yl)-2-ethyl-2H-[1,2,3]triazolo[4,5-d]pyrimidine (example 3, step b), the title compound was prepared from Trifluoro-acetic acid (S)-1-(5-tert-butyl-3H-[1,2,3]triazolo[4,5-d]pyrimidin-7-yl)-pyrrolidin-3-yl-ester and 3-(bromomethyl)-4-methyl-1,2,5-oxadiazole. After completion of the substitution reaction methanol was added and the mixture was stirred for 1 h at room temperature and subsequently sub... Reactants: BrCCc1ccccc1, CN(C)C=O, [H-], O=[N+]([O-])c1cc[nH]n1, [Na+]. Product: O=[N+]([O-])c1ccn(CCc2ccccc2)n1. RXN SMILES: [Br:11][CH2:12][CH2:13][c:14]1[cH:15][cH:16][cH:17][cH:18][cH:19]1.[CH3:20][N:21]([CH3:22])[CH:23]=[O:24].[H-:9].[N+:1](=[O:2])([O-:3])[c:4]1[n:5][nH:6][cH:7][cH:8]1.[Na+:10]>>[N+:1](=[O:2])([O-:3])[c:4]1[n:5][n:6]([CH2:12][CH2:13][c:14]2[cH:15][cH:16][cH:17][cH:18][cH:19]2)[cH:7][cH:8]1. Starting materials: [H][H], O=C1NC(=O)c2c1cccc2[N+](=O)[O-], O=[Ti]=O, O, [Pd]. Product: Nc1cccc2c1C(=O)NC2=O. Reaction SMILES: [H:15][H:16].[N+:1]([O-:2])(=[O:3])[c:4]1[c:5]2[c:6]([cH:12][cH:13][cH:14]1)[C:7](=[O:8])[NH:9][C:10]2=[O:11].[O:17]=[Ti:18]=[O:19].[OH2:21].[Pd:20]>>[NH2:1][c:4]1[c:5]2[c:6]([cH:12][cH:13][cH:14]1)[C:7](=[O:8])[NH:9][C:10]2=[O:11].